This data is from the Open Reaction Database (ORD), a public repository of structured organic reaction records. The task is: describe an organic reaction: reactants, conditions, products, and yield Starting materials: C(\C=C\C(=O)[O-])(=O)[O-] (fumarate), COC1=C(CSC2CCNCC2)C=CC(=C1OC)OC (4-(2,3,4-trimethoxybenzylthio)piperidine), C(C=CC1=CC=CC=C1)Br (cinnamyl bromide), C([O-])([O-])=O.[K+].[K+] (potassium carbonate), [I-].[K+] (potassium iodide). The solvent is C(C)O (ethanol), CC#N (CH3CN). Product: C(\C=C\C(=O)O)(=O)O.COC1=C(CSC2CCN(CC2)CC=CC2=CC=CC=C2)C=CC(=C1OC)OC (4-(2,3,4-trimethoxybenzylthio)-1-cinnamylpiperidine fumarate). As a reaction SMILES: [CH3:1][O:2][C:3]1[C:16]([O:17][CH3:18])=[C:15]([O:19][CH3:20])[CH:14]=[CH:13][C:4]=1[CH2:5][S:6][CH:7]1[CH2:12][CH2:11][NH:10][CH2:9][CH2:8]1.[CH2:21](Br)[CH:22]=[CH:23][C:24]1[CH:29]=[CH:28][CH:27]=[CH:26][CH:25]=1.C(=O)([O-])[O-].[K+].[K+].[I-].[K+].[C:39]([O-:46])(=[O:45])/[CH:40]=[CH:41]/[C:42]([O-:44])=[O:43]>CC#N.C(O)C>[C:39]([OH:46])(=[O:45])/[CH:40]=[CH:41]/[C:42]([OH:44])=[O:43].[CH3:1][O:2][C:3]1[C:16]([O:17][CH3:18])=[C:15]([O:19][CH3:20])[CH:14]=[CH:13][C:4]=1[CH2:5][S:6][CH:7]1[CH2:12][CH2:11][N:10]([CH2:21][CH:22]=[CH:23][C:24]2[CH:29]=[CH:28][CH:27]=[CH:26][CH:25]=2)[CH2:9][CH2:8]1 |f:2.3.4,5.6,10.11|. Procedure details: A mixture of 10 g of 4-(2,3,4-trimethoxybenzylthio)piperidine and 6.62 g of cinnamyl bromide in 300 ml of CH3CN is heated under reflux for 15 hours in the presence of 4.64 g of potassium carbonate and 0.5 g of potassium iodide. The salt is then filtered off and the filtrate is evaporated under reduced pressure. The residue is taken up in CH2Cl2 --H2O and, after decantation, the ichloromethane phase is dried over Na2SO4 and evaporated under reduced pressure. The resulting residue (15 g) is purifi...